This data is from the Open Reaction Database (ORD), a public repository of structured organic reaction records. The task is: describe an organic reaction: reactants, conditions, products, and yield Starting materials: CCCC[Sn](Cl)(CCCC)CCCC, C1CCOC1, [Li]CCCC, Cc1ccsn1, [Na+], O=C([O-])O. Yields the product CCCC[Sn](CCCC)(CCCC)c1cc(C)ns1. Reaction SMILES: [CH2:12]([CH2:13][CH2:14][CH3:15])[Sn:16]([Cl:17])([CH2:18][CH2:19][CH2:20][CH3:21])[CH2:22][CH2:23][CH2:24][CH3:25].[CH2:31]1[O:32][CH2:33][CH2:34][CH2:35]1.[CH2:7]([Li:8])[CH2:9][CH2:10][CH3:11].[CH3:1][c:2]1[n:3][s:4][cH:5][cH:6]1.[Na+:30].[O-:26][C:27]([OH:28])=[O:29]>>[CH3:1][c:2]1[n:3][s:4][c:5]([Sn:16]([CH2:12][CH2:13][CH2:14][CH3:15])([CH2:18][CH2:19][CH2:20][CH3:21])[CH2:22][CH2:23][CH2:24][CH3:25])[cH:6]1. Starting materials: CC(C)(C)P(C(C)(C)C)C(C)(C)C, CC(C)(C)[O-], Cc1ccccc1, Clc1ccc(-c2c3ccccc3c(-c3ccc(-c4ccccc4)c(-c4ccccc4)c3)c3ccccc23)cc1, c1ccc(Nc2ccccc2)cc1, [Na+], O=C(C=Cc1ccccc1)C=Cc1ccccc1, O=C(C=Cc1ccccc1)C=Cc1ccccc1, O=C(C=Cc1ccccc1)C=Cc1ccccc1, [Pd], [Pd]. Yields the product c1ccc(-c2ccc(-c3c4ccccc4c(-c4ccc(N(c5ccccc5)c5ccccc5)cc4)c4ccccc34)cc2-c2ccccc2)cc1. Reaction SMILES: [C:53]([P:54]([C:55]([CH3:56])([CH3:57])[CH3:58])[C:59]([CH3:60])([CH3:61])[CH3:62])([CH3:63])([CH3:64])[CH3:65].[CH3:66][C:67]([CH3:68])([O-:69])[CH3:70].[CH3:72][c:73]1[cH:74][cH:75][cH:76][cH:77][cH:78]1.[Cl:1][c:2]1[cH:3][cH:4][c:5](-[c:8]2[c:9]3[cH:10][cH:11][cH:12][cH:13][c:14]3[c:15](-[c:22]3[cH:23][c:24](-[c:34]4[cH:35][cH:36][cH:37][cH:38][cH:39]4)[c:25](-[c:28]4[cH:29][cH:30][cH:31][cH:32][cH:33]4)[cH:26][cH:27]3)[c:16]3[cH:17][cH:18][cH:19][cH:20][c:21]23)[cH:6][cH:7]1.[NH:40]([c:41]1[cH:42][cH:43][cH:44][cH:45][cH:46]1)[c:47]1[cH:48][cH:49][cH:50][cH:51][cH:52]1.[Na+:71].[O:117]=[C:118]([CH:119]=[CH:120][c:121]1[cH:122][cH:123][cH:124][cH:125][cH:126]1)[CH:127]=[CH:128][c:129]1[cH:130][cH:131][cH:132][cH:133][cH:134]1.[O:81]=[C:82]([CH:83]=[CH:84][c:85]1[cH:86][cH:87][cH:88][cH:89][cH:90]1)[CH:91]=[CH:92][c:93]1[cH:94][cH:95][cH:96][cH:97][cH:98]1.[O:99]=[C:100]([CH:101]=[CH:102][c:103]1[cH:104][cH:105][cH:106][cH:107][cH:108]1)[CH:109]=[CH:110][c:111]1[cH:112][cH:113][cH:114][cH:115][cH:116]1.[Pd:79].[Pd:80]>>[c:2]1([N:40]([c:41]2[cH:42][cH:43][cH:44][cH:45][cH:46]2)[c:47]2[cH:48][cH:49][cH:50][cH:51][cH:52]2)[cH:3][cH:4][c:5](-[c:8]2[c:9]3[cH:10][cH:11][cH:12][cH:13][c:14]3[c:15](-[c:22]3[cH:23][c:24](-[c:34]4[cH:35][cH:36][cH:37][cH:38][cH:39]4)[c:25](-[c:28]4[cH:29][cH:30][cH:31][cH:32][cH:33]4)[cH:26][cH:27]3)[c:16]3[cH:17][cH:18][cH:19][cH:20][c:21]23)[cH:6][cH:7]1. Reactants: COC=1C=C2C=CN=C(C2=CC1OC)CO (6, 7-dimethoxyisoquinolin-1-ylmethanol), S(=O)(Cl)Cl (thionyl chloride). Yield: 147.6%. The solvent is C(Cl)Cl (CH2Cl2). The product is ClCC1=NC=CC2=CC(=C(C=C12)OC)OC (1-chloro-(6,7-dimethoxyisoquinolin-1-yl)methane). RXN SMILES: [CH3:1][O:2][C:3]1[CH:4]=[C:5]2[C:10](=[CH:11][C:12]=1[O:13][CH3:14])[C:9]([CH2:15]O)=[N:8][CH:7]=[CH:6]2.S(Cl)([Cl:19])=O>C(Cl)Cl>[Cl:19][CH2:15][C:9]1[C:10]2[C:5](=[CH:4][C:3]([O:2][CH3:1])=[C:12]([O:13][CH3:14])[CH:11]=2)[CH:6]=[CH:7][N:8]=1. Run at time 2 hour. Procedure: To 306.3 mg of 6, 7-dimethoxyisoquinolin-1-ylmethanol (1.397 mmol) were added 20 ml of dry CH2Cl2 and 665 mg of thionyl chloride (5.95 mmol) and the mixture was stirred for 2 hours at room temperature. The reaction solution was concentrated to give 490mg of 1-chloro-(6,7-dimethoxyisoquinolin-1-yl)methane (III-1) as brown crystals. Reactants: C1=CC=CC=2C3=CC=CC=C3C(C12)COC(=O)N1C(CCC1)C(NC1=C(C=CC(=C1)Br)C(N)=O)=O ((9H-fluoren-9-yl)methyl-2-(5-bromo-2-carbamoylphenylcarbamoyl)pyrrolidine-1-carboxylate), ice water. Solvent: O=S(Cl)Cl (SOCl2). Yields the product BrC1=CC=C2C(NC(=NC2=C1)C1N(CCC1)C(=O)OCC1C2=CC=CC=C2C=2C=CC=CC12)=O ((9H-fluoren-9-yl)methyl 2-(7-bromo-4-oxo-3,4-dihydroquinazolin-2-yl)pyrrolidine-1-carboxylate). Yield: 31.3%. Reaction SMILES: [CH:1]1[C:13]2[CH:12]([CH2:14][O:15][C:16]([N:18]3[CH2:22][CH2:21][CH2:20][CH:19]3[C:23](=O)[NH:24][C:25]3[CH:30]=[C:29]([Br:31])[CH:28]=[CH:27][C:26]=3[C:32](=[O:34])[NH2:33])=[O:17])[C:11]3[C:6](=[CH:7][CH:8]=[CH:9][CH:10]=3)[C:5]=2[CH:4]=[CH:3][CH:2]=1>O=S(Cl)Cl>[Br:31][C:29]1[CH:30]=[C:25]2[C:26]([C:32](=[O:34])[NH:33][C:23]([CH:19]3[CH2:20][CH2:21][CH2:22][N:18]3[C:16]([O:15][CH2:14][CH:12]3[C:11]4[CH:10]=[CH:9][CH:8]=[CH:7][C:6]=4[C:5]4[C:13]3=[CH:1][CH:2]=[CH:3][CH:4]=4)=[O:17])=[N:24]2)=[CH:27][CH:28]=1. Reported procedure: A solution of (9H-fluoren-9-yl)methyl-2-(5-bromo-2-carbamoylphenylcarbamoyl)pyrrolidine-1-carboxylate (0.55 g, 0.94 mmol) in excess SOCl2 was stirred at room temperature. After pouring into ice water, the mixture was adjusted to pH 7.0, extracted with ethyl acetate (3×100 mL) and concentrated to give the crude product. 152 mg of the desired product was obtained by column chromatography. MS (ESI): 516, 518 (MH+) The reactants are Br.NC(C(=O)O)CCCCOC1=CC=C(C=C1)CC1CCCCC1 (2-(RS)-amino-6-(4-cyclohexylmethylphenoxy)hexanoic acid hydrobromide), C=O (paraformaldehyde), C(C)NCC (diethylamine), [OH-].[Na+] (sodium hydroxide). The solvent is C(C)(=O)OCC (ethyl acetate). The product is NC(CC(=O)O)CCCCOC1=CC=C(C=C1)CC1=CC=CC=C1 (3-(RS)-amino-7-(4-benzylphenoxy)heptanoic acid). RXN SMILES: Br.[NH2:2][CH:3]([CH2:7][CH2:8][CH2:9][CH2:10][O:11][C:12]1[CH:17]=[CH:16][C:15]([CH2:18][CH:19]2[CH2:24][CH2:23][CH2:22][CH2:21][CH2:20]2)=[CH:14][CH:13]=1)[C:4](O)=O.[CH2:25]=[O:26].C(NCC)C.[OH-:32].[Na+]>C(OCC)(=O)C>[NH2:2][CH:3]([CH2:7][CH2:8][CH2:9][CH2:10][O:11][C:12]1[CH:17]=[CH:16][C:15]([CH2:18][C:19]2[CH:24]=[CH:23][CH:22]=[CH:21][CH:20]=2)=[CH:14][CH:13]=1)[CH2:4][C:25]([OH:32])=[O:26] |f:0.1,4.5|. Procedure details: The acrylic acids 17 are prepared via the diacids 16 obtained by saponification in 6N sodium hydroxide under reflux, and then a Mannich reaction in the presence of paraformaldehyde, diethylamine in ethyl acetate under reflux. Reactants: BrCc1ccc(Br)c2ccccc12, O=C([O-])O, CS(C)=O, [Na+], O. Yields the product O=Cc1ccc(Br)c2ccccc12. As a reaction SMILES: [Br:6][c:7]1[cH:8][cH:9][c:10]([CH2:17][Br:18])[c:11]2[cH:12][cH:13][cH:14][cH:15][c:16]12.[C:1]([OH:2])([O-:3])=[O:4].[CH3:20][S:21]([CH3:22])=[O:23].[Na+:5].[OH2:19]>>[CH:1](=[O:4])[c:10]1[cH:9][cH:8][c:7]([Br:6])[c:16]2[c:11]1[cH:12][cH:13][cH:14][cH:15]2. Reactants: C(C)(C)(C)OC(=O)NC(SC)=NC(=O)OC(C)(C)C (1,3-bis(tert-Butoxycarbonyl)-2-methyl-2-thiopseudourea), NC1=CC(=C(C(=C1)C)C1=CC(=CC=C1)S(=O)(=O)C1=C(SC(=C1)C(=N)NC(=O)OC(C)(C)C)SC)NC(NCCCCCOC1=CC=C(C(=O)O)C=C1)=O (4-[5-(3-{4-Amino-3′-[5-(tert-butoxycarbonylamino-imino-methyl)-2-methylsulfanyl-thiophene-3-sulfonyl]-6-methyl-biphenyl-2-yl}-ureido)-pentyloxy]-benzoic acid). Solvent: CC(=O)O.CO (AcOH MeOH). Product: C(C)(C)(C)OC(=O)NC(C1=CC(=C(S1)SC)S(=O)(=O)C=1C=C(C=CC1)C1=C(C=C(C=C1C)NC(=NC(=O)OC(C)(C)C)NC(=O)OC(C)(C)C)NC(NCCCCCOC1=CC=C(C(=O)O)C=C1)=O)=N (4-(5-{3-[3′-[5-(tert-Butoxycarbonylamino-imino-methyl)-2-methylsulfanyl-thiophene-3-sulfonyl]-4-(N′,N″-bis(tertbutoxycarbonyl)-guanidino)-6-methyl-biphenyl-2-yl]-ureido}-pentyloxy)-benzoic acid). Yield: 22.9%. Reaction SMILES: [C:1]([O:5][C:6]([NH:8][C:9](=[N:12][C:13]([O:15][C:16]([CH3:19])([CH3:18])[CH3:17])=[O:14])SC)=[O:7])([CH3:4])([CH3:3])[CH3:2].[NH2:20][C:21]1[CH:26]=[C:25]([CH3:27])[C:24]([C:28]2[CH:33]=[CH:32][CH:31]=[C:30]([S:34]([C:37]3[CH:41]=[C:40]([C:42]([NH:44][C:45]([O:47][C:48]([CH3:51])([CH3:50])[CH3:49])=[O:46])=[NH:43])[S:39][C:38]=3[S:52][CH3:53])(=[O:36])=[O:35])[CH:29]=2)=[C:23]([NH:54][C:55](=[O:72])[NH:56][CH2:57][CH2:58][CH2:59][CH2:60][CH2:61][O:62][C:63]2[CH:71]=[CH:70][C:66]([C:67]([OH:69])=[O:68])=[CH:65][CH:64]=2)[CH:22]=1>CC(O)=O.CO>[C:48]([O:47][C:45]([NH:44][C:42](=[NH:43])[C:40]1[S:39][C:38]([S:52][CH3:53])=[C:37]([S:34]([C:30]2[CH:29]=[C:28]([C:24]3[C:25]([CH3:27])=[CH:26][C:21]([NH:20][C:9]([NH:8][C:6]([O:5][C:1]([CH3:2])([CH3:3])[CH3:4])=[O:7])=[N:12][C:13]([O:15][C:16]([CH3:17])([CH3:18])[CH3:19])=[O:14])=[CH:22][C:23]=3[NH:54][C:55](=[O:72])[NH:56][CH2:57][CH2:58][CH2:59][CH2:60][CH2:61][O:62][C:63]3[CH:64]=[CH:65][C:66]([C:67]([OH:69])=[O:68])=[CH:70][CH:71]=3)[CH:33]=[CH:32][CH:31]=2)(=[O:35])=[O:36])[CH:41]=1)=[O:46])([CH3:51])([CH3:49])[CH3:50] |f:2.3|. Procedure details: 1,3-bis(tert-Butoxycarbonyl)-2-methyl-2-thiopseudourea (433 mg, 1.49 mmol) was added to a solution of 4-[5-(3-{4-amino-3′-[5-(tert-butoxycarbonylamino-imino-methyl)-2-methylsulfanyl-thiophene-3-sulfonyl]-6-methyl-biphenyl-2-yl}-ureido)-pentyloxy]-benzoic acid (233 mg, 0.298 mmol, Example 283: step e) in 5% AcOH/MeOH (10 mL) over 2 days at 35° C. The solvents were removed in vacuo and the residue was purified by flash chromatography (1–6% MeOH/methylene chloride) to afford the title compound as a...